This data is from the Open Reaction Database (ORD), a public repository of structured organic reaction records. The task is: describe an organic reaction: reactants, conditions, products, and yield Reactants: CC(=O)Cl, O=[N+]([O-])C12CC3CC(CC(O)(C3)C1)C2, CN(C)C=O. The product is CC(=O)OC12CC3CC(C1)CC([N+](=O)[O-])(C3)C2. RXN SMILES: [CH3:1][C:2]([Cl:3])=[O:4].[N+:5](=[O:6])([O-:7])[C:8]12[CH2:9][C:10]3([OH:18])[CH2:11][CH:12]([CH2:13][CH:14]([CH2:15]1)[CH2:16]3)[CH2:17]2.[O:19]=[CH:20][N:21]([CH3:22])[CH3:23]>>[CH3:1][C:2](=[O:4])[O:18][C:10]12[CH2:9][C:8]3([N+:5](=[O:6])[O-:7])[CH2:15][CH:14]([CH2:13][CH:12]([CH2:11]1)[CH2:17]3)[CH2:16]2. Reactants: ClC1=CC=C(C=C1)C(C(=O)O)(C)C (2-(4-chlorophenyl)-2-methylpropanoic acid), NCCCN1CCC(CC1)C1=CC=CC(=N1)NC(C(C)C)=O (N-{6-[1-(3-aminopropyl)-4-piperidinyl]-2-pyridinyl}-2-methyl propanamide). The product is ClC1=CC=C(C=C1)C(C(=O)NCCCN1CCC(CC1)C1=NC(=CC=C1)NC(C(C)C)=O)(C)C (2-(4-CHLOROPHENYL)-N-(3-{4-[6-(ISOBUTYRYLAMINO)-2-PYRIDINYL]-1-PIPERIDINYL}PROPYL)-2-METHYLPROPANAMIDE). As a reaction SMILES: [Cl:1][C:2]1[CH:7]=[CH:6][C:5]([C:8]([CH3:13])([CH3:12])[C:9]([OH:11])=O)=[CH:4][CH:3]=1.[NH2:14][CH2:15][CH2:16][CH2:17][N:18]1[CH2:23][CH2:22][CH:21]([C:24]2[N:29]=[C:28]([NH:30][C:31](=[O:35])[CH:32]([CH3:34])[CH3:33])[CH:27]=[CH:26][CH:25]=2)[CH2:20][CH2:19]1>>[Cl:1][C:2]1[CH:3]=[CH:4][C:5]([C:8]([CH3:13])([CH3:12])[C:9]([NH:14][CH2:15][CH2:16][CH2:17][N:18]2[CH2:23][CH2:22][CH:21]([C:24]3[CH:25]=[CH:26][CH:27]=[C:28]([NH:30][C:31](=[O:35])[CH:32]([CH3:33])[CH3:34])[N:29]=3)[CH2:20][CH2:19]2)=[O:11])=[CH:6][CH:7]=1. Reported procedure: Example 88 was prepared from 2-(4-chlorophenyl)-2-methylpropanoic acid and N-{6-[1-(3-aminopropyl)-4-piperidinyl]-2-pyridinyl}-2-methyl propanamide according to the procedures described in Scheme 10: 1H NMR (400 MHz, CDCl3) δ 8.08 (d, 1H, J=8.4 Hz), 7.82 (s, 1H), 7.67 (t, 1H, J=7.6 Hz), 7.33–7.27 (m, 4H), 6.88 (d, 1H, J=7.2 Hz), 6.57 (brs, 1H), 3.33 (dd, 2H, J=6.0, 12.0 Hz), 2.94 (d, 2H, J=11.6 Hz), 2.58–2.53 (m, 2H), 2.37 (t, 2H, J=6.4 Hz), 1.97 (t, 2H, J=11.2 Hz), 1.87 (d, 2H, J=13.2 Hz), 1.67... Product: ClC1=C(CN2CCN(CC2)CCC2=CC=C(C(=O)OCCN(CC)CC)C=C2)C=CC=C1 (2-Diethylaminoethyl 4-{2-[1-(2-chlorobenzyl)-piperazin-4-yl]-ethyl}-benzoate). Procedure details: A mixture of 9.45 g. (21 mmole) 4-{2-[1-(2-chlorobenzyl)-piperazin-4-yl]-ethyl}-benzoyl chloride dihydrochloride, 50 ml. methylene chloride and 3.3 g. (28 mmole) 2-diethylaminoethanol is maintained at reflux temperature for 3 hours, then cooled and mixed with diethyl ether until turbidity appears. A thick precipitate is slowly deposited. This is filtered off with suction, washed with sec.-butanol and dissolved in a hot mixture of sec.-butanol and ethanol. Upon cooling and partial concentration, ... The solvent is C(C)OCC (diethyl ether). Reaction SMILES: Cl.Cl.[Cl:3][C:4]1[CH:27]=[CH:26][CH:25]=[CH:24][C:5]=1[CH2:6][N:7]1[CH2:12][CH2:11][N:10]([CH2:13][CH2:14][C:15]2[CH:23]=[CH:22][C:18]([C:19](Cl)=[O:20])=[CH:17][CH:16]=2)[CH2:9][CH2:8]1.C(Cl)Cl.[CH2:31]([N:33]([CH2:37][CH3:38])[CH2:34][CH2:35][OH:36])[CH3:32]>C(OCC)C>[Cl:3][C:4]1[CH:27]=[CH:26][CH:25]=[CH:24][C:5]=1[CH2:6][N:7]1[CH2:12][CH2:11][N:10]([CH2:13][CH2:14][C:15]2[CH:23]=[CH:22][C:18]([C:19]([O:36][CH2:35][CH2:34][N:33]([CH2:37][CH3:38])[CH2:31][CH3:32])=[O:20])=[CH:17][CH:16]=2)[CH2:9][CH2:8]1 |f:0.1.2|. Reactants: Cl.Cl.ClC1=C(CN2CCN(CC2)CCC2=CC=C(C(=O)Cl)C=C2)C=CC=C1 (4-{2-[1-(2-chlorobenzyl)-piperazin-4-yl]-ethyl}-benzoyl chloride dihydrochloride), C(Cl)Cl (methylene chloride), C(C)N(CCO)CC (2-diethylaminoethanol). Starting materials: CC(C)(C)OC(=O)N1CCCC1COc1ccc(C(=O)c2ccccc2)cn1, Cl, C1COCCO1. Yields the product Cl, O=C(c1ccccc1)c1ccc(OCC2CCCN2)nc1. As a reaction SMILES: [C:1]([O:2][C:3](=[O:4])[N:8]1[CH:9]([CH2:13][O:14][c:15]2[n:16][cH:17][c:18]([C:21]([c:22]3[cH:23][cH:24][cH:25][cH:26][cH:27]3)=[O:28])[cH:19][cH:20]2)[CH2:10][CH2:11][CH2:12]1)([CH3:5])([CH3:6])[CH3:7].[ClH:29].[O:30]1[CH2:31][CH2:32][O:33][CH2:34][CH2:35]1>>[ClH:29].[NH:8]1[CH:9]([CH2:13][O:14][c:15]2[n:16][cH:17][c:18]([C:21]([c:22]3[cH:23][cH:24][cH:25][cH:26][cH:27]3)=[O:28])[cH:19][cH:20]2)[CH2:10][CH2:11][CH2:12]1. The reactants are NC1=C(C=CC(=C1)CC(C)C)C=1C(=CC=CC1)S(=O)(=O)NC1=C(C(=NO1)C)C (2′-Amino-N-(3,4-dimethyl-5-isoxazolyl)-4′-(2-methyl-propyl)[1,1′-biphenyl]-2-sulfonamide), CN=C=O (methyl isocyanate). Run in C(Cl)Cl (methylene chloride). Reaction conditions: time 3 hour. Product: CC1=NOC(=C1C)NS(=O)(=O)C=1C(=CC=CC1)C1=C(C=C(C=C1)CC(C)C)NC(=O)NC (N-(3,4-Dimethyl-5-isoxazolyl)-2′-[[(methylamino)-carbonyl]amino]-4′-(2-methylpropyl)[1,1′-biphenyl]-2-sulfonamide). Isolated yield 104.0%. Reaction SMILES: [NH2:1][C:2]1[CH:7]=[C:6]([CH2:8][CH:9]([CH3:11])[CH3:10])[CH:5]=[CH:4][C:3]=1[C:12]1[C:13]([S:18]([NH:21][C:22]2[O:26][N:25]=[C:24]([CH3:27])[C:23]=2[CH3:28])(=[O:20])=[O:19])=[CH:14][CH:15]=[CH:16][CH:17]=1.[CH3:29][N:30]=[C:31]=[O:32]>C(Cl)Cl>[CH3:27][C:24]1[C:23]([CH3:28])=[C:22]([NH:21][S:18]([C:13]2[C:12]([C:3]3[CH:4]=[CH:5][C:6]([CH2:8][CH:9]([CH3:11])[CH3:10])=[CH:7][C:2]=3[NH:1][C:31]([NH:30][CH3:29])=[O:32])=[CH:17][CH:16]=[CH:15][CH:14]=2)(=[O:20])=[O:19])[O:26][N:25]=1. Reported procedure: To a solution of the compound of Example 32 (50 mg, 0.12 mmol) in 1.3 mL of methylene chloride at 0° C., methyl isocyanate (71 mg, 1.2 mmol) was added. The reaction was stirred at room temperature for 3 hours and concentrated. The residue was crystallized from methylene chloride/hexanes to afford 57 mg (100%) of the title compound as a white crystalline solid, m.p. 172-174° C. The reactants are ClC1=C(C(=O)C2C(CCCC2=O)=O)C=CC(=C1)Cl (2-(2,4-Dichlorobenzoyl)cyclohexane-1,3-dione), C(C)(=O)Cl (acetyl chloride), N1=CC=CC=C1 (pyridine). Run in CCOCC (ether). Reaction conditions: time 24 hour. Yields the product C(C)(=O)OC1=C(C(CCC1)=O)C(C1=C(C=C(C=C1)Cl)Cl)=O (3-Acetoxy-2-(2,4-dichlorobenzoyl)cyclohex-2-enone). As a reaction SMILES: [Cl:1][C:2]1[CH:17]=[C:16]([Cl:18])[CH:15]=[CH:14][C:3]=1[C:4]([CH:6]1[C:11](=[O:12])[CH2:10][CH2:9][CH2:8][C:7]1=[O:13])=[O:5].[C:19](Cl)(=[O:21])[CH3:20].N1C=CC=CC=1>CCOCC>[C:19]([O:12][C:11]1[CH2:10][CH2:9][CH2:8][C:7](=[O:13])[C:6]=1[C:4](=[O:5])[C:3]1[CH:14]=[CH:15][C:16]([Cl:18])=[CH:17][C:2]=1[Cl:1])(=[O:21])[CH3:20]. Procedure: 2-(2,4-Dichlorobenzoyl)cyclohexane-1,3-dione (11.4 g, 0.04 mol), acetyl chloride (3.15 g, 0.041 mol) and pyridine (3.2 g, 0.041 mol) were mixed in 100 ml ether and stirred at room temperature for 24 hours. The volatiles were evaporated under reduced pressure, and water and CH2Cl2 were added. The organic layer was then washed three times each with 1N HCl and then 5% Na2CO3, dried with MgSO4 and the solvent evaporated under reduced pressure to yield the product, 8.4 g, 64%. The structure was confi... The reactants are CCOC(=O)c1ccc(C=C(c2cc3c(cc2C)C(C)(C)CCC3(C)C)[Si](C)(C)C)cc1, CCO, [K+], [OH-], O. Yields the product Cc1cc2c(cc1C(=Cc1ccc(C(=O)O)cc1)[Si](C)(C)C)C(C)(C)CCC2(C)C. RXN SMILES: [CH2:1]([CH3:2])[O:3][C:4]([c:5]1[cH:6][cH:7][c:8]([CH:11]=[C:12]([Si:13]([CH3:14])([CH3:15])[CH3:16])[c:17]2[cH:18][c:19]3[c:24]([cH:25][c:26]2[CH3:27])[C:23]([CH3:28])([CH3:29])[CH2:22][CH2:21][C:20]3([CH3:30])[CH3:31])[cH:9][cH:10]1)=[O:32].[CH2:33]([OH:34])[CH3:35].[K+:37].[OH-:36].[OH2:38]>>[O:3]=[C:4]([c:5]1[cH:6][cH:7][c:8]([CH:11]=[C:12]([Si:13]([CH3:14])([CH3:15])[CH3:16])[c:17]2[cH:18][c:19]3[c:24]([cH:25][c:26]2[CH3:27])[C:23]([CH3:28])([CH3:29])[CH2:22][CH2:21][C:20]3([CH3:30])[CH3:31])[cH:9][cH:10]1)[OH:32].